The task is: describe an organic reaction: reactants, conditions, products, and yield. This data is from the Open Reaction Database (ORD), a public repository of structured organic reaction records. Starting materials: NC1=NN(C=C1)C (3-amino-1-methyl-pyrazole), COC(=O)C1=CC2=C(CC(O2)(C)C)C(=C1)OC1=CC=C(C=C1)C#N (4-(4-cyano-phenoxy)-2,2-dimethyl-2,3-dihydro-benzofuran-6-carboxylic acid methyl ester). Yields the product CN1N=C(C=C1)NC(=O)C1=CC2=C(CC(O2)(C)C)C(=C1)OC1=CC=C(C=C1)C#N (4-(4-Cyano-phenoxy)-2,2-dimethyl-2,3-dihydro-benzofuran-6-carboxylic acid (1-methyl-1H-pyrazol-3-yl)-amide), solid. Yield: 77.0%. Reaction SMILES: [NH2:1][C:2]1[CH:6]=[CH:5][N:4]([CH3:7])[N:3]=1.C[O:9][C:10]([C:12]1[CH:22]=[C:21]([O:23][C:24]2[CH:29]=[CH:28][C:27]([C:30]#[N:31])=[CH:26][CH:25]=2)[C:15]2[CH2:16][C:17]([CH3:20])([CH3:19])[O:18][C:14]=2[CH:13]=1)=O>>[CH3:7][N:4]1[CH:5]=[CH:6][C:2]([NH:1][C:10]([C:12]2[CH:22]=[C:21]([O:23][C:24]3[CH:25]=[CH:26][C:27]([C:30]#[N:31])=[CH:28][CH:29]=3)[C:15]3[CH2:16][C:17]([CH3:20])([CH3:19])[O:18][C:14]=3[CH:13]=2)=[O:9])=[N:3]1. Reported procedure: The title compound was prepared in a similar manner as described for Example 1, from 3-amino-1-methyl-pyrazole (366 mg, 3.96 mmol) and 4-(4-cyano-phenoxy)-2,2-dimethyl-2,3-dihydro-benzofuran-6-carboxylic acid methyl ester (187a) (128 mg, 0.396 mmol) to give a white solid (121 mg, 77% yield). 1H NMR (400 MHz, CDCl3) δ 8.80 (s, 1 H) 7.56-7.69 (m, 2 H) 7.21-7.33 (m, 1 H) 6.97-7.09 (m, 4 H) 6.79 (d, J=2.02 Hz, 1 H) 3.75 (s, 3 H) 2.88 (s, 2 H) 1.49 (s, 6 H); LCMS for C22H20N4O3 m/z 389.20 (M+H+). The reactants are C(C)OC1=NN(C=C1CCC(=O)OCC)CC1=CC(=C(C=C1)O)OC (ethyl 3-[3-ethoxy-1-(4-hydroxy-3-methoxybenzyl]-1H-pyrazol-4-yl]propionate), [H-].[Na+] (sodium hydride), O (water), ClCC=1N=C(OC1C)C=1SC=CC1 (4-Chloromethyl-5-methyl-2-(2-thienyl)oxazole). The solvent is CN(C=O)C (N,N-dimethylformamide). Conditions: time 30 minute. The product is C(C)OC1=NN(C=C1CCC(=O)OCC)CC1=CC(=C(C=C1)OCC=1N=C(OC1C)C=1SC=CC1)OC (ethyl 3-[3-ethoxy-1-[3-methoxy-4-[5-methyl-2-(2-thienyl)-4-oxazolylmethoxy]benzyl]-1H-pyrazol-4-yl]propionate). Isolated yield 65.6%. RXN SMILES: [CH2:1]([O:3][C:4]1[C:8]([CH2:9][CH2:10][C:11]([O:13][CH2:14][CH3:15])=[O:12])=[CH:7][N:6]([CH2:16][C:17]2[CH:22]=[CH:21][C:20]([OH:23])=[C:19]([O:24][CH3:25])[CH:18]=2)[N:5]=1)[CH3:2].[H-].[Na+].Cl[CH2:29][C:30]1[N:31]=[C:32]([C:36]2[S:37][CH:38]=[CH:39][CH:40]=2)[O:33][C:34]=1[CH3:35].O>CN(C)C=O>[CH2:1]([O:3][C:4]1[C:8]([CH2:9][CH2:10][C:11]([O:13][CH2:14][CH3:15])=[O:12])=[CH:7][N:6]([CH2:16][C:17]2[CH:22]=[CH:21][C:20]([O:23][CH2:29][C:30]3[N:31]=[C:32]([C:36]4[S:37][CH:38]=[CH:39][CH:40]=4)[O:33][C:34]=3[CH3:35])=[C:19]([O:24][CH3:25])[CH:18]=2)[N:5]=1)[CH3:2] |f:1.2|. Reported procedure: To a solution of ethyl 3-[3-ethoxy-1-(4-hydroxy-3-methoxybenzyl]-1H-pyrazol-4-yl]propionate (505 mg) in N,N-dimethylformamide (10 ml), sodium hydride (60%, oily, 58.0 mg) was added at 0° C., and then the solution was stirred at room temperature for 30 minutes. 4-Chloromethyl-5-methyl-2-(2-thienyl)oxazole (310 mg) was added to the reaction mixture, which was stirred at room temperature for one hour. The reaction mixture was poured into water, which was extracted with ethyl acetate. The ethyl acet... The reactants are C[O-].[Na+] (sodium methoxide), C(#N)N=C(CCC)NCC(=O)OC (Methyl N-(N'-cyanobutyrimidoyl)glycinate). Solvent: CO (methanol), CO (methanol). Conditions: temperature 13 celsius. Yields the product NC=1N=C(NC1C(=O)OC)CCC (methyl 4-amino-2-propylimidazol-5-carboxylate). Isolated yield 37.6%. As a reaction SMILES: C[O-].[Na+].[C:4]([N:6]=[C:7]([NH:11][CH2:12][C:13]([O:15][CH3:16])=[O:14])[CH2:8][CH2:9][CH3:10])#[N:5]>CO>[NH2:5][C:4]1[N:6]=[C:7]([CH2:8][CH2:9][CH3:10])[NH:11][C:12]=1[C:13]([O:15][CH3:16])=[O:14] |f:0.1|. Reported procedure: To stirred methanol at -2° C. was added sodium methoxide (108 g, 2.0 mol) in portions over a period of 40 minutes. To this clear solution at -3° C. was added a solution of methyl N-(N'-cyanobutyrimidoyl)glycinate (Example 3, 344 g, 1.9 mol) in methanol (600 mL) over a period of 30 minutes. The resulting orange solution was allowed to warm to 13° C. over a period of 1 hour, then refluxed for 1 hour. The dark solution was cooled to room temperature and evaporated to dryness under reduced pressure.... The reactants are C(C1=CC=CC=C1)OC[C@@H](C(=O)O)NC(=O)OC(C)(C)C ((S)-3-benzyloxy-2-(tert butoxycarbonylamino)propionic acid), CN1CCOCC1 (N-methylmorpholine), C(C(C)C)OC(=O)Cl (isobutylchloroformate), N (ammonia). The solvent is C1CCOC1 (THF). Run at temperature -15 celsius, time 2 minute. Yields the product C(C)(C)(C)OC(N[C@@H](COCC1=CC=CC=C1)C(N)=O)=O (((S)-2-Benzyloxy-1-carbamoylethyl)carbamic acid tert-butyl ester). As a reaction SMILES: [CH2:1]([O:8][CH2:9][C@H:10]([NH:14][C:15]([O:17][C:18]([CH3:21])([CH3:20])[CH3:19])=[O:16])[C:11](O)=[O:12])[C:2]1[CH:7]=[CH:6][CH:5]=[CH:4][CH:3]=1.C[N:23]1CCOCC1.C(OC(Cl)=O)C(C)C.N>C1COCC1>[C:18]([O:17][C:15](=[O:16])[NH:14][C@H:10]([C:11](=[O:12])[NH2:23])[CH2:9][O:8][CH2:1][C:2]1[CH:7]=[CH:6][CH:5]=[CH:4][CH:3]=1)([CH3:21])([CH3:20])[CH3:19]. Procedure details: To a solution of (S)-3-benzyloxy-2-(tert butoxycarbonylamino)propionic acid (0.98 g, 3.3 mmol) in anhydrous THF (13 mL) at −15° C. was added N-methylmorpholine (0.4 mL, 3.3 mmol) and isobutylchloroformate (0.4 mL, 3.3 mmol) under a nitrogen atmosphere. After 2 minutes, 33% aqueous ammonia (0.3 mL, 5 mmol) was added and the resulting mixture stirred at −15° C. for 2 h. The reaction mixture was allowed to warm to RT and was partitioned between EtOAc and a saturated aqueous solution of NaHCO3. The ... Reactants: [OH-].[Na+] (NaOH), O.O.[Sn](Cl)(Cl)(Cl)Cl (tin chloride dihydrate), FC(OC1=C(C=C(C=C1)[N+](=O)[O-])OC(C)C)F (1-difluoromethoxy-2-isopropoxy-4-nitro-benzene). Run in hexanes, Cl (HCl), C(C)(=O)OCC (ethyl acetate). Run at time 1 hour. The product is FC(OC1=C(C=C(C=C1)N)OC(C)C)F (4-difluoromethoxy-3-isopropoxy-phenylamine). The yield is 36.6%. As a reaction SMILES: O.O.[Sn](Cl)(Cl)(Cl)Cl.[F:8][CH:9]([F:24])[O:10][C:11]1[CH:16]=[CH:15][C:14]([N+:17]([O-])=O)=[CH:13][C:12]=1[O:20][CH:21]([CH3:23])[CH3:22].[OH-].[Na+]>Cl.C(OCC)(=O)C>[F:8][CH:9]([F:24])[O:10][C:11]1[CH:16]=[CH:15][C:14]([NH2:17])=[CH:13][C:12]=1[O:20][CH:21]([CH3:22])[CH3:23] |f:0.1.2,4.5|. Reported procedure: To tin chloride dihydrate (5.46 g, 24.2 mmol) in concentrated HCl (7 mL) at 0° C. was added 1-difluoromethoxy-2-isopropoxy-4-nitro-benzene (1.712 g, 6.92 mmol) in ethyl acetate (7 mL) and the reaction was stirred for 1 h. The reaction was adjusted to ˜pH7 with NaOH and was filtered through Celite, washing with ethyl acetate. The filtrate was separated and the aqueous phase was back extracted with ethyl acetate. The combined organic phase was washed with brine, dried (sodium sulfate) and evaporat... Reactants: C(C1=CC=CC=C1)N1C=NC=C1C(CCC1=CC=CC=C1)O (1-benzyl-5-(1-hydroxy-3-phenylpropyl)-1H-imidazole). Reagents/catalysts: [O-2].[O-2].[Mn+4] (manganese dioxide). Run in ClC(=C(Cl)Cl)Cl (tetrachloroethylene). The product is C(C1=CC=CC=C1)N1C=NC=C1C(CCC1=CC=CC=C1)=O (1-benzyl-5-(1-oxo-3-phenylpropyl)-1H-imidazole). As a reaction SMILES: [CH2:1]([N:8]1[C:12]([CH:13]([OH:22])[CH2:14][CH2:15][C:16]2[CH:21]=[CH:20][CH:19]=[CH:18][CH:17]=2)=[CH:11][N:10]=[CH:9]1)[C:2]1[CH:7]=[CH:6][CH:5]=[CH:4][CH:3]=1>ClC(Cl)=C(Cl)Cl.[O-2].[O-2].[Mn+4]>[CH2:1]([N:8]1[C:12]([C:13](=[O:22])[CH2:14][CH2:15][C:16]2[CH:21]=[CH:20][CH:19]=[CH:18][CH:17]=2)=[CH:11][N:10]=[CH:9]1)[C:2]1[CH:3]=[CH:4][CH:5]=[CH:6][CH:7]=1 |f:2.3.4|. Reported procedure: 1-benzyl-5-(1-hydroxy-3-phenylpropyl)-1H-imidazole is oxidized with manganese dioxide in tetrachloroethylene, as it is described in Example 7 c). The reactants are CC(C)(C)OC(=O)N1CC=C(B2OC(C)(C)C(C)(C)O2)CC1, CCOC(C)=O, Cc1ccc(OS(=O)(=O)C(F)(F)F)c(C2CC(C)(C)CC(C)(C)C2)c1, COCCOC, [Na+], [Na+], O=C([O-])[O-], c1ccc(P(c2ccccc2)(c2ccccc2)[Pd](P(c2ccccc2)(c2ccccc2)c2ccccc2)(P(c2ccccc2)(c2ccccc2)c2ccccc2)P(c2ccccc2)(c2ccccc2)c2ccccc2)cc1. Product: Cc1ccc(C2=CCN(C(=O)OC(C)(C)C)CC2)c(C2CC(C)(C)CC(C)(C)C2)c1. RXN SMILES: [C:26]([CH3:27])([CH3:28])([CH3:29])[O:30][C:31](=[O:32])[N:33]1[CH2:34][CH2:35][C:36]([B:39]2[O:40][C:41]([CH3:42])([CH3:43])[C:44]([CH3:45])([CH3:46])[O:47]2)=[CH:37][CH2:38]1.[CH3:137][CH2:138][O:139][C:140](=[O:141])[CH3:142].[CH3:1][c:2]1[cH:3][c:4]([CH:16]2[CH2:17][C:18]([CH3:24])([CH3:25])[CH2:19][C:20]([CH3:22])([CH3:23])[CH2:21]2)[c:5]([O:8][S:9]([C:10]([F:11])([F:12])[F:13])(=[O:14])=[O:15])[cH:6][cH:7]1.[CH3:48][O:49][CH2:50][CH2:51][O:52][CH3:53].[Na+:54].[Na+:55].[O-:56][C:57](=[O:58])[O-:59].[cH:60]1[cH:61][cH:62][c:63]([P:64]([Pd:65]([P:66]([c:67]2[cH:68][cH:69][cH:70][cH:71][cH:72]2)([c:73]2[cH:74][cH:75][cH:76][cH:77][cH:78]2)[c:79]2[cH:80][cH:81][cH:82][cH:83][cH:84]2)([P:85]([c:86]2[cH:87][cH:88][cH:89][cH:90][cH:91]2)([c:92]2[cH:93][cH:94][cH:95][cH:96][cH:97]2)[c:98]2[cH:99][cH:100][cH:101][cH:102][cH:103]2)[P:104]([c:105]2[cH:106][cH:107][cH:108][cH:109][cH:110]2)([c:111]2[cH:112][cH:113][cH:114][cH:115][cH:116]2)[c:117]2[cH:118][cH:119][cH:120][cH:121][cH:122]2)([c:123]2[cH:124][cH:125][cH:126][cH:127][cH:128]2)[c:129]2[cH:130][cH:131][cH:132][cH:133][cH:134]2)[cH:135][cH:136]1>>[CH3:1][c:2]1[cH:3][c:4]([CH:16]2[CH2:17][C:18]([CH3:24])([CH3:25])[CH2:19][C:20]([CH3:22])([CH3:23])[CH2:21]2)[c:5]([C:36]2=[CH:37][CH2:38][N:33]([C:31]([O:30][C:26]([CH3:27])([CH3:28])[CH3:29])=[O:32])[CH2:34][CH2:35]2)[cH:6][cH:7]1. Starting materials: BrC=1C=C(C(=O)O)C=C(C1)S(F)(F)(F)(F)F (3-Bromo-5-(pentafluoro-λ6-sulphanyl)benzoic acid), CN(C)C=O (DMF). The reagents and catalysts are [C-]#N.[Zn+2].[C-]#N (zinc cyanide), C=1C=CC(=CC1)[P](C=2C=CC=CC2)(C=3C=CC=CC3)[Pd]([P](C=4C=CC=CC4)(C=5C=CC=CC5)C=6C=CC=CC6)([P](C=7C=CC=CC7)(C=8C=CC=CC8)C=9C=CC=CC9)[P](C=1C=CC=CC1)(C=1C=CC=CC1)C=1C=CC=CC1 (tetrakis(triphenylphosphine)palladium(0)). Conditions: temperature 120 celsius, time 30 minute. The product is C(#N)C=1C=C(C(=O)O)C=C(C1)S(F)(F)(F)(F)F (3-Cyano-5-(pentafluoro-λ6-sulphanyl)benzoic acid). RXN SMILES: Br[C:2]1[CH:3]=[C:4]([CH:8]=[C:9]([S:11]([F:16])([F:15])([F:14])([F:13])[F:12])[CH:10]=1)[C:5]([OH:7])=[O:6].[CH3:17][N:18](C=O)C>[C-]#N.[Zn+2].[C-]#N.C1C=CC([P]([Pd]([P](C2C=CC=CC=2)(C2C=CC=CC=2)C2C=CC=CC=2)([P](C2C=CC=CC=2)(C2C=CC=CC=2)C2C=CC=CC=2)[P](C2C=CC=CC=2)(C2C=CC=CC=2)C2C=CC=CC=2)(C2C=CC=CC=2)C2C=CC=CC=2)=CC=1>[C:17]([C:2]1[CH:3]=[C:4]([CH:8]=[C:9]([S:11]([F:16])([F:15])([F:14])([F:13])[F:12])[CH:10]=1)[C:5]([OH:7])=[O:6])#[N:18] |f:2.3.4,^1:30,32,51,70|. Procedure details: 200 mg (0.61 mmol) of the compound of Example 15A were dissolved in 2.0 ml of DMF, and the mixture was degassed with argon. After addition of 79 mg (0.67 mmol) of zinc cyanide and 42 mg (0.04 mmol) of tetrakis(triphenylphosphine)palladium(0), the reaction was stirred in a microwave oven (Biotage Initiator, with Dynamic Field Tuning) at 120° C. for 30 min. After cooling, solid components were filtered off and the filtrate was separated into its components by preparative HPLC (Method 15). Concentr...